From a dataset of the Open Reaction Database (ORD), a public repository of structured organic reaction records. describe an organic reaction: reactants, conditions, products, and yield Reactants: [BH4-], CO, [Na+], O=C1CCC(c2ccccn2)C1. RXN SMILES: [BH4-:13].[CH3:15][OH:16].[Na+:14].[n:1]1[c:2]([CH:7]2[CH2:8][C:9](=[O:12])[CH2:10][CH2:11]2)[cH:3][cH:4][cH:5][cH:6]1>>[n:1]1[c:2]([CH:7]2[CH2:8][CH:9]([OH:12])[CH2:10][CH2:11]2)[cH:3][cH:4][cH:5][cH:6]1. The product is OC1CCC(c2ccccn2)C1. The reactants are C(O)C(CC)(CO)CO (trimethylolpropane), CC(=O)C (acetone), O.C1(=CC=C(C=C1)S(=O)(=O)O)C (p-toluene sulfonic acid monohydrate). The solvent is CCCCCC (hexane). The product is OCC1(COC(OC1)(C)C)CC (5-hydroxymethyl-5-ethyl-2,2-dimethyl-1,3-dioxane). As a reaction SMILES: [CH2:1]([C:3]([CH2:8][OH:9])([CH2:6][OH:7])[CH2:4][CH3:5])[OH:2].[CH3:10][C:11]([CH3:13])=O.O.C1(C)C=CC(S(O)(=O)=O)=CC=1>CCCCCC>[OH:2][CH2:1][C:3]1([CH2:4][CH3:5])[CH2:8][O:9][C:11]([CH3:13])([CH3:10])[O:7][CH2:6]1 |f:2.3|. Reported procedure: In a 3-liter reaction vessel, 292.1 g (2.18 mol) of trimethylolpropane, 474.0 g (8.17 mol) of acetone, 6.0 g (0.0315 mol) of p-toluene sulfonic acid monohydrate, and 900 ml of hexane were placed and refluxed for 24 hours with removing the formed water off the reaction system. The reaction product was neutralized with aqueous solution of sodium hydroxide, and distilled under a reduced pressure to give 5-hydroxymethyl-5-ethyl-2,2-dimethyl-1,3-dioxane.